This data is from the Open Reaction Database (ORD), a public repository of structured organic reaction records. The task is: describe an organic reaction: reactants, conditions, products, and yield Starting materials: COC(=O)C1=CC=C(O1)C=1[Se]C=CC1C(=O)C1=C([Se]C=C1)C=1OC(=CC1)C(=O)OC (5-Methoxycarbonyl-2-furyl-3-selenophenyl ketone), C(C1=CC=CC=C1)NN (benzylhydrazine), C(C1=CC=CC=C1)N1N=C(C2=C1C=C[Se]2)C=2OC(=CC2)C(=O)OC (1-Benzyl-3-(5-methoxycarbonyl-2-furyl)selenolo[3,2-c]-pyrazole). The solvent is C(C)(=O)O (acetic acid). The product is C(C1=CC=CC=C1)N1N=C(C2=C1[Se]C=C2)C=2OC(=CC2)C(=O)OC (1-Benzyl-3-(5-methoxycarbonyl-2-furyl)selenolo[2,3-c]pyrazole). RXN SMILES: COC(C1OC(C2[Se]C=CC=2[C:15]([C:17]2[CH:21]=[CH:20][Se:19][C:18]=2[C:22]2[O:23][C:24]([C:27]([O:29][CH3:30])=[O:28])=[CH:25][CH:26]=2)=O)=CC=1)=O.[CH2:31]([NH:38][NH2:39])[C:32]1[CH:37]=[CH:36][CH:35]=[CH:34][CH:33]=1.C(N1C2C=C[Se]C=2C(C2OC(C(OC)=O)=CC=2)=N1)C1C=CC=CC=1>C(O)(=O)C>[CH2:31]([N:38]1[C:15]2[Se:19][CH:20]=[CH:21][C:17]=2[C:18]([C:22]2[O:23][C:24]([C:27]([O:29][CH3:30])=[O:28])=[CH:25][CH:26]=2)=[N:39]1)[C:32]1[CH:37]=[CH:36][CH:35]=[CH:34][CH:33]=1. Reported procedure: Compound 73 (5.6 g, 0.02 mole), benzylhydrazine 50 (4.88 g, 0.04 mole) and glacial acetic acid (1.5 ml) were allowed to react as in the preparation of compound 55 to afford compound 79. Yield: 0.82 g (10.6%); white crystals; The product is C(CCCC[C@@H]1SC[C@@H]2NC(=O)N[C@H]12)(=O)N[C@@H](CCCCN)C(=O)O (Biotinyl-L-Lysine). Reported procedure: and 6-(biotinamidocaproylamido) caproic acid N-hydroxysuccinimide ester (Sigma-Aldrich, product B3295), biotinamidocaproate-N-hydroxysuccinimide ester (Sigma-Aldrich, product B2643), biotinamidocaproic acid 3-sulfo-N-hydroxysuccinimide ester (Sigma-Aldrich, product B1022) and biotin-maleimide (Sigma-Aldrich, product B1267). Reactants: C1CC(=O)N(C1=O)OC(=O)CCCCCNC(=O)CCCCCNC(=O)CCCC[C@H]2[C@@H]3[C@H](CS2)NC(=O)N3 (6-(biotinamidocaproylamido) caproic acid N-hydroxysuccinimide ester), C1(C=CC(N1)=O)=O.OC(=O)CCCC[C@@H]1SC[C@@H]2NC(=O)N[C@H]12 (biotin-maleimide), biotinamidocaproate-N-hydroxysuccinimide ester, biotinamidocaproic acid 3-sulfo-N-hydroxysuccinimide ester. Reaction SMILES: C1C(=O)N(OC(CCCCCNC([CH2:19][CH2:20][CH2:21][CH2:22][CH2:23][NH:24][C:25]([CH2:27][CH2:28][CH2:29][CH2:30][C@@H:31]2[S:35][CH2:34][C@@H:33]3[NH:36][C:37]([NH:39][C@H:32]23)=[O:38])=[O:26])=O)=O)C(=O)C1.C1(=O)[NH:44]C(=O)C=C1.[OH:47][C:48](CCCC[C@H]1[C@@H]2[C@@H](NC(N2)=O)CS1)=[O:49]>>[C:25]([NH:24][C@H:23]([C:48]([OH:49])=[O:47])[CH2:22][CH2:21][CH2:20][CH2:19][NH2:44])(=[O:26])[CH2:27][CH2:28][CH2:29][CH2:30][C@H:31]1[C@@H:32]2[C@@H:33]([NH:36][C:37]([NH:39]2)=[O:38])[CH2:34][S:35]1 |f:1.2|.